Task: describe an organic reaction: reactants, conditions, products, and yield. Dataset: the Open Reaction Database (ORD), a public repository of structured organic reaction records The reactants are ClC1=C(C=NC=C1)I (4-Chloro-3-iodo-pyridine), ICC (Iodoethane), C(CCC)[Li] (n-butyllithium), C(C)(C)NC(C)C (diisopropylamine). Solvent: C1CCOC1 (THF), C1CCOC1 (THF). Run at temperature -78 celsius, time 10 minute. Yields the product [Li+].CC(C)[N-]C(C)C (LDA), ClC1=C(C=NC=C1I)CC (4-chloro-3-ethyl-5-iodo-pyridine). The yield is 76.7%. Reaction SMILES: [CH2:1]([Li:5])[CH2:2]CC.[CH:6]([NH:9][CH:10]([CH3:12])[CH3:11])([CH3:8])[CH3:7].[Cl:13][C:14]1[CH:19]=[CH:18][N:17]=[CH:16][C:15]=1[I:20].ICC>C1COCC1>[Li+:5].[CH3:7][CH:6]([N-:9][CH:10]([CH3:12])[CH3:11])[CH3:8].[Cl:13][C:14]1[C:15]([I:20])=[CH:16][N:17]=[CH:18][C:19]=1[CH2:1][CH3:2] |f:5.6|. Reported procedure: LDA was prepared by the addition of n-butyllithium (2.5 M in hexanes, 0.95 mL, 2.38 mmol) to a solution of diisopropylamine (0.345 mL, 2.42 mmol) in THF (5 mL) at −20° C. After 10 minutes, the solution was cooled to −78° C. 4-Chloro-3-iodo-pyridine (500 mg, 2.09 mmol) in THF (3 mL) was added dropwise, and the reaction stirred for 30 minutes Iodoethane (0.2 mL, 2.5 mmol) was added, and the reaction was stirred for 1 hour at −78° C., then 1 hour while warming to 0° C. The reaction was quenched wit... Reactants: Clc1nc2ccccc2s1, ClCCl, NCCCOc1cccc(CN2CCCCC2)c1. The product is c1cc(CN2CCCCC2)cc(OCCCNc2nc3ccccc3s2)c1. As a reaction SMILES: [Cl:19][c:20]1[s:21][c:22]2[c:23]([n:24]1)[cH:25][cH:26][cH:27][cH:28]2.[Cl:29][CH2:30][Cl:31].[N:1]1([CH2:7][c:8]2[cH:9][c:10]([O:11][CH2:12][CH2:13][CH2:14][NH2:15])[cH:16][cH:17][cH:18]2)[CH2:2][CH2:3][CH2:4][CH2:5][CH2:6]1>>[N:1]1([CH2:7][c:8]2[cH:9][c:10]([O:11][CH2:12][CH2:13][CH2:14][NH:15][c:20]3[s:21][c:22]4[c:23]([n:24]3)[cH:25][cH:26][cH:27][cH:28]4)[cH:16][cH:17][cH:18]2)[CH2:2][CH2:3][CH2:4][CH2:5][CH2:6]1.